From a dataset of the Open Reaction Database (ORD), a public repository of structured organic reaction records. describe an organic reaction: reactants, conditions, products, and yield Reactants: OO (hydrogen peroxide), C=CCCCC (1-hexene), C([O-])([O-])=O.[Na+].[Na+] (sodium carbonate), FC(C=1C=C(C=CC1)NC1=NC=CC(=N1)C1=CC(=NC=C1)C#N)(F)F (N-(3-trifluoromethyl-phenyl)-4-(2-cyano-4-pyridyl)-2-pyrimidineamine). Run in CO (methanol). Run at time 16 hour. The product is FC(C=1C=C(C=CC1)NC1=NC=CC(=N1)C1=CC(=NC=C1)C(N)=O)(F)F (N-(3-trifluoromethyl-phenyl)-4-(2-carbamoyl-4-pyridyl)-2-pyrimidineamine). RXN SMILES: [F:1][C:2]([F:25])([F:24])[C:3]1[CH:4]=[C:5]([NH:9][C:10]2[N:15]=[C:14]([C:16]3[CH:21]=[CH:20][N:19]=[C:18]([C:22]#[N:23])[CH:17]=3)[CH:13]=[CH:12][N:11]=2)[CH:6]=[CH:7][CH:8]=1.OO.C=CCCCC.C(=O)([O-])[O-:35].[Na+].[Na+]>CO>[F:25][C:2]([F:24])([F:1])[C:3]1[CH:4]=[C:5]([NH:9][C:10]2[N:15]=[C:14]([C:16]3[CH:21]=[CH:20][N:19]=[C:18]([C:22](=[O:35])[NH2:23])[CH:17]=3)[CH:13]=[CH:12][N:11]=2)[CH:6]=[CH:7][CH:8]=1 |f:3.4.5|. Reported procedure: 100 mg (0.293 mmol) of N-(3-trifluoromethyl-phenyl)-4-(2-cyano-4-pyridyl)-2-pyrimidineamine are suspended in 4 ml of methanol. 1.1 ml of hydrogen peroxide (30%), 0.32 ml of 1-hexene and 22 mg of sodium carbonate are added and the reaction mixture is stirred for 16 hours at RT. The product is isolated by filtration and washed (methanol/water) to give N-(3-trifluoromethyl-phenyl)-4-(2-carbamoyl-4-pyridyl)-2-pyrimidineamine; m.p. 240°-242°, FAB-MS: 360 (M+ +H). Starting materials: FC1=CC=C(C=C1)C1=NOC(=C1/C=C/C=1C=C(NN1)C(=O)O)C (5-{(E)-2-[3-(4-fluoro-phenyl)-5-methyl-isoxazol-4-yl]-vinyl}-2H-pyrazole-3-carboxylic acid), C(C)N (ethylamine). Yields the product C(C)NC(=O)C=1NN=C(C1)\C=C\C=1C(=NOC1C)C1=CC=C(C=C1)F (5-{(E)-2-[3-(4-Fluoro-phenyl)-5-methyl-isoxazol-4-yl]vinyl}-2H-pyrazole-3-carboxylic acid ethylamide). Isolated yield 33.0%. As a reaction SMILES: [F:1][C:2]1[CH:7]=[CH:6][C:5]([C:8]2[C:12](/[CH:13]=[CH:14]/[C:15]3[CH:16]=[C:17]([C:20]([OH:22])=O)[NH:18][N:19]=3)=[C:11]([CH3:23])[O:10][N:9]=2)=[CH:4][CH:3]=1.[CH2:24]([NH2:26])[CH3:25]>>[CH2:24]([NH:26][C:20]([C:17]1[NH:18][N:19]=[C:15](/[CH:14]=[CH:13]/[C:12]2[C:8]([C:5]3[CH:4]=[CH:3][C:2]([F:1])=[CH:7][CH:6]=3)=[N:9][O:10][C:11]=2[CH3:23])[CH:16]=1)=[O:22])[CH3:25]. Procedure: As described for example 132, 5-{(E)-2-[3-(4-fluoro-phenyl)-5-methyl-isoxazol-4-yl]-vinyl}-2H-pyrazole-3-carboxylic acid was converted, using ethylamine instead of morpholine, to the title compound (8.9 mg, 33%) which was obtained as an off white solid. MS: m/e=341.0 [M+H]+. Conditions: temperature 60 celsius, time 4 hour. The reactants are C1=CC=2C=C(C=CC2N1)C. The product is O1B(OC(C)(C)C1(C)C)C2=CNC=3C=CC(=CC32)C. Isolated yield 68.0%. Run in CCCCCC. Reagents/catalysts: O1B(OC(C)(C)C1(C)C)B2OC(C)(C)C(O2)(C)C, [Ni](=C1N(C=CN1C=2C(=CC(=CC2C)C)C)C=3C(=CC(=CC3C)C)C)=C4N(C=CN4C=5C(=CC(=CC5C)C)C)C=6C(=CC(=CC6C)C)C. Reactants: N[C@@H](C)C(=O)N1C2C(C[C@H]1C(=O)O)COC2 (1-[(S)-alanyl]hexahydrofuro[3,4-b]pyrrole-2(S)-carboxylic acid), O=C(C(=O)OC)CCC1=CC=CC=C1 (2-oxo-4-phenylbutyric acid, methyl ester). Solvent: CO (methanol). Run at time 1 hour. Product: [OH-].[NH4+] (ammonium hydroxide), COC(=O)C(CCC1=CC=CC=C1)N[C@@H](C)C(=O)N1C2C(C[C@H]1C(=O)O)COC2 (1-[N-(1-methoxycarbonyl-3-phenylpropyl)-(S)-alanyl]hexahydrofuro[3,4-b]pyrrole-2(S)carboxylic acid). Isolated yield 7.0%. Reaction SMILES: [NH2:1][C@H:2]([C:4]([N:6]1[C@H:10]([C:11]([OH:13])=[O:12])[CH2:9][CH:8]2[CH2:14][O:15][CH2:16][CH:7]12)=[O:5])[CH3:3].O=[C:18]([CH2:23][CH2:24][C:25]1[CH:30]=[CH:29][CH:28]=[CH:27][CH:26]=1)[C:19]([O:21][CH3:22])=[O:20]>CO>[OH-:5].[NH4+:1].[CH3:22][O:21][C:19]([CH:18]([NH:1][C@H:2]([C:4]([N:6]1[C@H:10]([C:11]([OH:13])=[O:12])[CH2:9][CH:8]2[CH2:14][O:15][CH2:16][CH:7]12)=[O:5])[CH3:3])[CH2:23][CH2:24][C:25]1[CH:30]=[CH:29][CH:28]=[CH:27][CH:26]=1)=[O:20] |f:3.4|. Procedure details: Dissolve 1-[(S)-alanyl]hexahydrofuro[3,4-b]pyrrole-2(S)-carboxylic acid (prepared in paragraph C of this example) in absolute methanol. Add 2-oxo-4-phenylbutyric acid, methyl ester and 3 Angstrom molecular sieve pellets, and stir the resulting mixture at room temperature for eighteen hours. Filter the reaction mixture and treat the filtrate with sodium cyanoborohydride at room temperature for two hours. Concentrate the mixture under nitrogen and dilute the oil with dilute hydrochloric acid and s... Reactants: FC=1C=C(C=C(C1S(=O)(=O)C)F)C1=C(C2=CC=C(C=C2C=C1)OC)OC1=CC=C(OCCN2CCCCC2)C=C1 (1-(2-{4-[2-(3,5-Difluoro-4-methanesulfonyl-phenyl)-6-methoxy-naphthalen-1-yloxy]-phenoxy}-ethyl)-piperidine), Cl (HCl), B(Br)(Br)Br (BBr3), Cl (HCl). Run in C(C)OC(C)=O (ethylacetate), C(C)OCC (diethyl ether), C(C)OCC (diethyl ether), C(C)OCC (diethyl ether). Run at temperature 0 celsius. Product: Cl.FC=1C=C(C=C(C1S(=O)(=O)C)F)C=1C(=C2C=CC(=CC2=CC1)O)OC1=CC=C(C=C1)OCCN1CCCCC1 (6-(3,5-Difluoro-4-methanesulfonyl-phenyl)-5-[4-(2-piperidin-1-yl-ethoxy)-phenoxy]-naphthalen-2-ol Hydrochloride). Isolated yield 20.0%. Reaction SMILES: [F:1][C:2]1[CH:3]=[C:4]([C:13]2[CH:22]=[CH:21][C:20]3[C:15](=[CH:16][CH:17]=[C:18]([O:23]C)[CH:19]=3)[C:14]=2[O:25][C:26]2[CH:40]=[CH:39][C:29]([O:30][CH2:31][CH2:32][N:33]3[CH2:38][CH2:37][CH2:36][CH2:35][CH2:34]3)=[CH:28][CH:27]=2)[CH:5]=[C:6]([F:12])[C:7]=1[S:8]([CH3:11])(=[O:10])=[O:9].[ClH:41].B(Br)(Br)Br>C(OC(=O)C)C.C(OCC)C>[ClH:41].[F:1][C:2]1[CH:3]=[C:4]([C:13]2[C:14]([O:25][C:26]3[CH:27]=[CH:28][C:29]([O:30][CH2:31][CH2:32][N:33]4[CH2:34][CH2:35][CH2:36][CH2:37][CH2:38]4)=[CH:39][CH:40]=3)=[C:15]3[C:20](=[CH:21][CH:22]=2)[CH:19]=[C:18]([OH:23])[CH:17]=[CH:16]3)[CH:5]=[C:6]([F:12])[C:7]=1[S:8]([CH3:11])(=[O:10])=[O:9] |f:5.6|. Procedure details: Dissolve the compound of Example 79 in ethylacetate (10 mL) and diethyl ether (5 mL). Add 2M HCl in diethyl ether (0.1 mL, 0.2 mmol). Concentrate the slurry and dry in vacuo. Dilute the residue in dichloromethane (5.0 mL) and blanket with nitrogen. Cool the solution to 0° C. with an external ice bath. Add BBr3 (0.1 mL, 1.1 mmol) and stir for 1 hour. Quench with water (1.0 mL) and dilute with dichloromethane (10 mL). Separate the layers, wash the organic layer with saturated aqueous NaHCO3(10 mL)... Reactants: BrC=1C=C(C=C(C1)C#N)OC=1C(=C(C=CC1Cl)CNC(=O)C1=C(N=C(N1)C)Cl)F (N-({3-[(3-bromo-5-cyanophenyl)oxy]-4-chloro-2-fluorophenyl}methyl)-4-chloro-2-methyl-1H-imidazole-5-carboxamide), C(=C)[B-](F)(F)F.[K+] (potassium vinyltrifluoroborate), TEA. Solvent: CCOC(=O)C (EtOAc), C(CC)O (n-propanol). Conditions: temperature 100 celsius. Yields the product ClC=1N=C(NC1C(=O)NCC1=C(C(=C(C=C1)Cl)OC1=CC(=CC(=C1)C=C)C#N)F)C (4-chloro-N-({4-chloro-3-[(3-cyano-5-ethenylphenyl)oxy]-2-fluorophenyl}methyl)-2-methyl-1H-imidazol e-5-carboxamide). Isolated yield 61.3%. As a reaction SMILES: Br[C:2]1[CH:3]=[C:4]([O:10][C:11]2[C:12]([F:29])=[C:13]([CH2:18][NH:19][C:20]([C:22]3[NH:26][C:25]([CH3:27])=[N:24][C:23]=3[Cl:28])=[O:21])[CH:14]=[CH:15][C:16]=2[Cl:17])[CH:5]=[C:6]([C:8]#[N:9])[CH:7]=1.[CH:30]([B-](F)(F)F)=[CH2:31].[K+]>C(O)CC.CCOC(C)=O>[Cl:28][C:23]1[N:24]=[C:25]([CH3:27])[NH:26][C:22]=1[C:20]([NH:19][CH2:18][C:13]1[CH:14]=[CH:15][C:16]([Cl:17])=[C:11]([O:10][C:4]2[CH:3]=[C:2]([CH:30]=[CH2:31])[CH:7]=[C:6]([C:8]#[N:9])[CH:5]=2)[C:12]=1[F:29])=[O:21] |f:1.2|. Procedure: To a solution of N-({3-[(3-bromo-5-cyanophenyl)oxy]-4-chloro-2-fluorophenyl}methyl)-4-chloro-2-methyl-1H-imidazole-5-carboxamide (0.480 g, 0.964 mmol), potassium vinyltrifluoroborate (0.194 g, 1.445 mmol) and 1,1′-bis(diphenylphosphino)ferrocenedichloropalladium(II) dichloromethane complex (0.079 g, 0.096 mmol) in n-propanol (8 ml) was added TEA (0.672 ml, 4.82 mmol) and the reaction mixture was heated at 100° C. for 4 hours. The reaction mixture was diluted with EtOAc and washed with water. The... Starting materials: C(C)(=O)C1=CC2=C(OCC2(C)C)C(=C1)C(C)(C)C (5-acetyl-7-tert-butyl-2,3-dihydro-3,3-dimethylbenzo[b]furan), C(C)(C)[N-]C(C)C.[Li+] (lithium diisopropylamide), BrN1C(CCC1=O)=O (N-bromosuccinimide), Cl[Si](C)(C)C (chlorotrimethylsilane). Solvent: C1CCOC1 (THF). Run at temperature -78 celsius, time 15 minute. The product is BrCC(=O)C1=CC2=C(OCC2(C)C)C(=C1)C(C)(C)C (5-bromoacetyl-7-tert-butyl-2,3-dihydro-3,3-dimethyl-benzo[b]furan). Yield: 87.6%. Reaction SMILES: [C:1]([C:4]1[CH:14]=[C:13]([C:15]([CH3:18])([CH3:17])[CH3:16])[C:7]2[O:8][CH2:9][C:10]([CH3:12])([CH3:11])[C:6]=2[CH:5]=1)(=[O:3])[CH3:2].C([N-]C(C)C)(C)C.[Li+].Cl[Si](C)(C)C.[Br:32]N1C(=O)CCC1=O>C1COCC1>[Br:32][CH2:2][C:1]([C:4]1[CH:14]=[C:13]([C:15]([CH3:18])([CH3:17])[CH3:16])[C:7]2[O:8][CH2:9][C:10]([CH3:11])([CH3:12])[C:6]=2[CH:5]=1)=[O:3] |f:1.2|. Reported procedure: A solution of 5-acetyl-7-tert-butyl-2,3-dihydro-3,3-dimethylbenzo[b]furan (2.46 g, 10.0 mmol) in 25 mL of anhydrous THF is added dropwise to lithium diisopropylamide (6.0 mL, 12.0 mmol, 2.0M solution in heptane-THF-ethyl benzene) at -78 ° C. The resulting solution is stirred at -78° C. for 15 min, and chlorotrimethylsilane (1.5 mL, 12.0 mmol) is introduced. The reaction mixture is stirred at -78° C. for 15 min, warmed to room temperature, stirred for 1.5 h, quenched with water, and extracted wit... Yield: 37.0%. Procedure details: Following a procedure analogous to the procedure described in Example 1 using N-{5-[5-(2-chloro-4-pyrimidinyl)-2-(1-methylethyl)-1,3-thiazol-4-yl]-2-fluorophenyl}-2,6-difluorobenzenesulfonamide (0.15 g, 0.29 mmol) and 1-(3-aminopropyl)-2-pyrrolidinone (0.60 ml, 4.3 mmol) the title compound was obtained (0.070 g, 37% yield); 1H NMR (400 MHz, DMSO-d6) δ ppm 10.92 (s, 1H), 8.08 (d, J=5.0 Hz, 1H), 7.65-7.79 (m, 1H), 7.35-7.49 (m, 2H), 7.19-7.34 (m, 4H), 6.11-6.26 (m, 1H), 3.22 (t, J=6.8 Hz, 4H), 2.2... RXN SMILES: Cl[C:2]1[N:7]=[C:6]([C:8]2[S:12][C:11]([CH:13]([CH3:15])[CH3:14])=[N:10][C:9]=2[C:16]2[CH:17]=[CH:18][C:19]([F:34])=[C:20]([NH:22][S:23]([C:26]3[C:31]([F:32])=[CH:30][CH:29]=[CH:28][C:27]=3[F:33])(=[O:25])=[O:24])[CH:21]=2)[CH:5]=[CH:4][N:3]=1.[NH2:35][CH2:36][CH2:37][CH2:38][N:39]1[CH2:43][CH2:42][CH2:41][C:40]1=[O:44]>>[F:33][C:27]1[CH:28]=[CH:29][CH:30]=[C:31]([F:32])[C:26]=1[S:23]([NH:22][C:20]1[CH:21]=[C:16]([C:9]2[N:10]=[C:11]([CH:13]([CH3:15])[CH3:14])[S:12][C:8]=2[C:6]2[CH:5]=[CH:4][N:3]=[C:2]([NH:35][CH2:36][CH2:37][CH2:38][N:39]3[CH2:43][CH2:42][CH2:41][C:40]3=[O:44])[N:7]=2)[CH:17]=[CH:18][C:19]=1[F:34])(=[O:25])=[O:24]. The product is FC1=C(C(=CC=C1)F)S(=O)(=O)NC1=C(C=CC(=C1)C=1N=C(SC1C1=NC(=NC=C1)NCCCN1C(CCC1)=O)C(C)C)F (2,6-Difluoro-N-{2-fluoro-5-[2-(1-methylethyl)-5-(2-{[3-(2-oxo-1-pyrrolidinyl)propyl]amino}-4-pyrimidinyl)-1,3-thiazol-4-yl]phenyl}benzenesulfonamide). Reactants: ClC1=NC=CC(=N1)C1=C(N=C(S1)C(C)C)C=1C=CC(=C(C1)NS(=O)(=O)C1=C(C=CC=C1F)F)F (N-{5-[5-(2-chloro-4-pyrimidinyl)-2-(1-methylethyl)-1,3-thiazol-4-yl]-2-fluorophenyl}-2,6-difluorobenzenesulfonamide), NCCCN1C(CCC1)=O (1-(3-aminopropyl)-2-pyrrolidinone). Reported procedure: A mixture of diethyl 2-(2,4,6-trifluorophenyl)malonate (U.S. Pat. No. 6,156,925) (870 mg, 3.0 mmol), 2-aminoimidazole (Hel. Acta. Chim. 76, 2066 (1993))(274 mg, 3.3 mmol), and 1.0 mL of tributylamine is stirred under nitrogen atmosphere at 160° C. for 0.5 h and cooled to room temperature. The mixture is dissolved in ethyl acetate and the organic layer is washed with 1.0 N hydrochloric acide (×3) and saturated sodium chloride, dried over magnesium sulfate, and concentrated. The residue is dissolv... Run in C(C)(=O)OCC (ethyl acetate). The reactants are FC1=C(C(=CC(=C1)F)F)C(C(=O)OCC)C(=O)OCC (diethyl 2-(2,4,6-trifluorophenyl)malonate), NC=1NC=CN1 (2-aminoimidazole), C(CCC)N(CCCC)CCCC (tributylamine). Yields the product FC1=C(C(=CC(=C1)F)F)C=1C(=NC=2N(C1O)C=CN2)O (6-(2,4,6-trifluorophenyl)imidazo[1,2-a]pyrimidine-5,7-diol). As a reaction SMILES: [F:1][C:2]1[CH:7]=[C:6]([F:8])[CH:5]=[C:4]([F:9])[C:3]=1[CH:10]([C:16]([O:18]CC)=O)[C:11]([O:13]CC)=O.[NH2:21][C:22]1[NH:23][CH:24]=[CH:25][N:26]=1.C(N(CCCC)CCCC)CCC>C(OCC)(=O)C>[F:9][C:4]1[CH:5]=[C:6]([F:8])[CH:7]=[C:2]([F:1])[C:3]=1[C:10]1[C:11]([OH:13])=[N:21][C:22]2[N:23]([CH:24]=[CH:25][N:26]=2)[C:16]=1[OH:18].